This data is from the Open Reaction Database (ORD), a public repository of structured organic reaction records. The task is: describe an organic reaction: reactants, conditions, products, and yield The reactants are CCO, COc1ccc2c(c1)CCC1(C)C2CCC2(C)C(O)CCC21, CCO, Cc1ccccc1, Cl, O. The product is CC12CCC3c4ccc(O)cc4CCC3(C)C1CCC2O. RXN SMILES: [CH2:27]([OH:28])[CH3:29].[CH3:1][O:2][c:3]1[cH:4][c:5]2[c:18]([cH:19][cH:20]1)[CH:17]1[C:8]([CH3:22])([CH2:7][CH2:6]2)[CH:9]2[CH2:10][CH2:11][CH:12]([OH:21])[C:13]2([CH3:14])[CH2:15][CH2:16]1.[CH3:23][CH2:24][OH:25].[CH3:31][c:32]1[cH:33][cH:34][cH:35][cH:36][cH:37]1.[ClH:30].[OH2:26]>>[OH:2][c:3]1[cH:4][c:5]2[c:18]([cH:19][cH:20]1)[CH:17]1[C:8]([CH3:22])([CH2:7][CH2:6]2)[CH:9]2[CH2:10][CH2:11][CH:12]([OH:21])[C:13]2([CH3:14])[CH2:15][CH2:16]1. Reactants: CCOCC, ClC(Cl)Cl, O=C=Nc1ccccc1, NOCC(O)CN1CCCCC1. Product: O=C(NOCC(O)CN1CCCCC1)Nc1ccccc1. Reaction SMILES: [CH3:22][CH2:23][O:24][CH2:25][CH3:26].[CH:27]([Cl:28])([Cl:29])[Cl:30].[O:13]=[C:14]=[N:15][c:16]1[cH:17][cH:18][cH:19][cH:20][cH:21]1.[OH:1][CH:2]([CH2:3][O:4][NH2:5])[CH2:6][N:7]1[CH2:8][CH2:9][CH2:10][CH2:11][CH2:12]1>>[OH:1][CH:2]([CH2:3][O:4][NH:5][C:14](=[O:13])[NH:15][c:16]1[cH:17][cH:18][cH:19][cH:20][cH:21]1)[CH2:6][N:7]1[CH2:8][CH2:9][CH2:10][CH2:11][CH2:12]1. The product is C(C)(C)(C)C=1N=C(C=2C(N1)=NN(N2)CC=2C(=NN(C2)C(C2=CC=CC=C2)(C2=CC=CC=C2)C2=CC=CC=C2)C(F)(F)F)N2CC(CC2)(F)F (5-tert-Butyl-7-(3,3-difluoro-pyrrolidin-1-yl)-2-(3-trifluoromethyl-1-trityl-1H-pyrazol-4-ylmethyl)-2H-[1,2,3]triazolo[4,5-d]pyrimidine). Reaction SMILES: [C:1]([C:5]1[N:6]=[C:7]([N:16]2[CH2:20][CH2:19][C:18]([F:22])([F:21])[CH2:17]2)[C:8]2[C:9](=[N:11][N:12]([CH2:14][CH3:15])[N:13]=2)[N:10]=1)([CH3:4])([CH3:3])[CH3:2].C(C1N=C(N2CCC(F)(F)C2)C2N=NNC=2N=1)(C)(C)C.BrCC1[C:46]([C:69]([F:72])([F:71])[F:70])=[N:47][N:48]([C:50]([C:63]2[CH:68]=[CH:67][CH:66]=[CH:65][CH:64]=2)([C:57]2[CH:62]=[CH:61][CH:60]=[CH:59][CH:58]=2)[C:51]2[CH:56]=[CH:55][CH:54]=[CH:53][CH:52]=2)[CH:49]=1>>[C:1]([C:5]1[N:6]=[C:7]([N:16]2[CH2:20][CH2:19][C:18]([F:21])([F:22])[CH2:17]2)[C:8]2[C:9](=[N:11][N:12]([CH2:14][C:15]3[C:46]([C:69]([F:70])([F:72])[F:71])=[N:47][N:48]([C:50]([C:57]4[CH:58]=[CH:59][CH:60]=[CH:61][CH:62]=4)([C:63]4[CH:68]=[CH:67][CH:66]=[CH:65][CH:64]=4)[C:51]4[CH:52]=[CH:53][CH:54]=[CH:55][CH:56]=4)[CH:49]=3)[N:13]=2)[N:10]=1)([CH3:2])([CH3:3])[CH3:4]. Reactants: C(C)(C)(C)C=1N=C(C=2C(N1)=NN(N2)CC)N2CC(CC2)(F)F (5-tert-Butyl-7-(3,3-difluoro-pyrrolidin-1-yl)-2-ethyl-2H-[1,2,3]triazolo[4,5-d]pyrimidine), C(C)(C)(C)C=1N=C(C2=C(N1)NN=N2)N2CC(CC2)(F)F (5-tert-butyl-7-(3,3-difluoropyrrolidin-1-yl)-3H-[1,2,3]triazolo[4,5-d]pyrimidine), BrCC=1C(=NN(C1)C(C1=CC=CC=C1)(C1=CC=CC=C1)C1=CC=CC=C1)C(F)(F)F (4-(bromomethyl)-3-(trifluoromethyl)-1-trityl-1H-pyrazole). Procedure: In analogy to the procedure described for the synthesis of 5-tert-butyl-7-(3,3-difluoro-pyrrolidin-1-yl)-2-ethyl-2H-[1,2,3]triazolo[4,5-d]pyrimidine (example 3, step b), the title compound was prepared from 5-tert-butyl-7-(3,3-difluoropyrrolidin-1-yl)-3H-[1,2,3]triazolo[4,5-d]pyrimidine and 4-(bromomethyl)-3-(trifluoromethyl)-1-trityl-1H-pyrazole and used in the consecutive step without further purification. The reactants are C(CCC(=O)OC)(=O)OC (dimethyl succinate), C[O-].[Na+] (sodium methylate), C(C1=CC=CC=C1)=O (benzaldehyde). Solvent: CO (methanol), CO (methanol), CO (methanol). Reaction conditions: time 1 hour. Product: C(C1=CC=CC=C1)=C(C(=O)O)CC(=O)O (Benzylidenesuccinic Acid). As a reaction SMILES: [C:1]([O:9]C)(=[O:8])[CH2:2][CH2:3][C:4]([O:6]C)=[O:5].C[O-].[Na+].[CH:14](=O)[C:15]1[CH:20]=[CH:19][CH:18]=[CH:17][CH:16]=1>CO>[CH:14](=[C:3]([CH2:2][C:1]([OH:9])=[O:8])[C:4]([OH:6])=[O:5])[C:15]1[CH:20]=[CH:19][CH:18]=[CH:17][CH:16]=1 |f:1.2|. Procedure details: 700 mmol of dimethyl succinate and then 20 ml of methanol are added to 290 mmol of sodium methylate dissolved in 80 ml of methanol. The mixture is brought to reflux, and 236 mmol of benzaldehyde are slowly added, followed by 20 ml of methanol. The mixture is maintained at reflux, with stirring, for one hour, and then 100 ml of methanol are distilled off. 120 ml of water and 120 ml of 10N sodium hydroxide solution are added to the concentrated reaction mixture. The removal of the methanol by dist... Reactants: ice water, Cl (HCl), [Br-].O1C(OCC1)C[P+](C1=CC=CC=C1)(C1=CC=CC=C1)C1=CC=CC=C1 ([(1,3-dioxolan-2-yl)methyl]triphenylphosphonium bromide), [H-].[Na+] (sodium hydride), CN(C=O)C (N,N-dimethylformamide), CC1=C(N=C(O1)C1=CC=CC=C1)CCC(=O)C1=CC=C(C=O)C=C1 (4-[3-(5-methyl-2-phenyl-4-oxazolyl)propionyl]benzaldehyde). Run at time 20 minute. Yields the product O1C(OCC1)C=CC1=CC=C(C=C1)C(CCC=1N=C(OC1C)C1=CC=CC=C1)=O (4-[3-[4-[2-(1,3-dioxolan-2-yl)vinyl]phenyl]-3-oxopropyl]-5-methyl-2-phenyloxazole). RXN SMILES: [Br-].[O:2]1[CH2:6][CH2:5][O:4][CH:3]1[CH2:7][P+](C1C=CC=CC=1)(C1C=CC=CC=1)C1C=CC=CC=1.[H-].[Na+].[CH3:29][C:30]1[O:34][C:33]([C:35]2[CH:40]=[CH:39][CH:38]=[CH:37][CH:36]=2)=[N:32][C:31]=1[CH2:41][CH2:42][C:43]([C:45]1[CH:52]=[CH:51][C:48](C=O)=[CH:47][CH:46]=1)=[O:44].Cl.[CH3:54]N(C)C=O>>[O:4]1[CH2:5][CH2:6][O:2][CH:3]1[CH:7]=[CH:54][C:48]1[CH:47]=[CH:46][C:45]([C:43](=[O:44])[CH2:42][CH2:41][C:31]2[N:32]=[C:33]([C:35]3[CH:36]=[CH:37][CH:38]=[CH:39][CH:40]=3)[O:34][C:30]=2[CH3:29])=[CH:52][CH:51]=1 |f:0.1,2.3|. Procedure: To a mixture of [(1,3-dioxolan-2-yl)methyl]triphenylphosphonium bromide (9.61 g) and N,N-dimethylformamide (DMF) (60 ml), sodium hydride (60% in oil, 0.9 g) was added, followed by stirring at room temperature for 20 minutes. To this mixture, 4-[3-(5-methyl-2-phenyl-4-oxazolyl)propionyl]benzaldehyde (6.50 g) was added, followed by stirring at room temperature for 4 hours. The reaction mixture was poured over ice water, neutralized with 2N HCl and then extracted with ethyl acetate. The ethyl aceta...